The task is: describe an organic reaction: reactants, conditions, products, and yield. This data is from the Open Reaction Database (ORD), a public repository of structured organic reaction records. Starting materials: [Br-], C1COCCOCCOCCOCCOCCO1, CC1(C)CCONC1=O, CC#N, CON(C)C(=O)Nc1ccc(CBr)c(Cl)c1, [K+]. Product: CON(C)C(=O)Nc1ccc(CN2OCCC(C)(C)C2=O)c(Cl)c1. Reaction SMILES: [Br-:27].[CH2:28]1[O:29][CH2:30][CH2:31][O:32][CH2:33][CH2:34][O:35][CH2:36][CH2:37][O:38][CH2:39][CH2:40][O:41][CH2:42][CH2:43][O:44][CH2:45]1.[CH3:1][C:2]1([CH3:9])[C:3](=[O:8])[NH:4][O:5][CH2:6][CH2:7]1.[CH3:46][C:47]#[N:48].[Cl:10][c:11]1[c:12]([CH2:24][Br:25])[cH:13][cH:14][c:15]([NH:17][C:18](=[O:19])[N:20]([CH3:21])[O:22][CH3:23])[cH:16]1.[K+:26]>>[CH3:1][C:2]1([CH3:9])[C:3](=[O:8])[N:4]([CH2:24][c:12]2[c:11]([Cl:10])[cH:16][c:15]([NH:17][C:18](=[O:19])[N:20]([CH3:21])[O:22][CH3:23])[cH:14][cH:13]2)[O:5][CH2:6][CH2:7]1. The reactants are C=1C=C(OC1)CNC2=C3C(N=CN3)=NC=N2 (Kinetin), BrCCCl (1-bromo-2-chloroethane), C(=O)([O-])[O-].[K+].[K+] (K2CO3). Run in CS(=O)C (dimethylsulfoxide). Yields the product C(C1=CC=CO1)NC1=C2N=CN(C2=NC=N1)CCCl (6-furfurylamino-9-(2-chloroethyl)purine). The yield is 80.0%. As a reaction SMILES: [CH:1]1[CH:2]=[C:3]([CH2:6][NH:7][C:8]2[N:16]=[CH:15][N:14]=[C:10]3[N:11]=[CH:12][NH:13][C:9]=23)[O:4][CH:5]=1.Br[CH2:18][CH2:19][Cl:20].C([O-])([O-])=O.[K+].[K+]>CS(C)=O>[CH2:6]([NH:7][C:8]1[N:16]=[CH:15][N:14]=[C:10]2[C:9]=1[N:13]=[CH:12][N:11]2[CH2:18][CH2:19][Cl:20])[C:3]1[O:4][CH:5]=[CH:1][CH:2]=1 |f:2.3.4|. Procedure details: Kinetin (2 g, 9.3 mmol), 1-bromo-2-chloroethane (1.3 g, 9.1 mmol) and K2CO3 (2.5 g, 24 mmol) were mixed in 100 ml dimethylsulfoxide (DMSO) for 18 h. The reaction mixture was poured onto 200 ml drift ice and then extracted in ethyl acetate and dried over Na2SO4. The ethyl acetate layer was evaporated in vacuo. The pure product of white powder character was recrystallised from methanol. Yield: 80%. 1H NMR (DMSO-d6): 4.07 (2H, t, J=5.82), 4.52 (2H, t, J=5.82), 4.70 (2H, s (br)), 6.23 (1H, d, J=2.67... Reactants: NC(=S)N (thiourea), CC(C)([O-])C.[K+] (potassium t-butoxide), C(=O)OCC (ethyl formate), C1(CCCO1)=O (γ-butyrolactone). Run in CC(C)O (2-propanol), O1CCCC1 (tetrahydrofuran), CCOCC (ether). Reaction conditions: time 8 hour. The product is OCCC=1C(NC(NC1)=S)=O (5-(2-hydroxyethyl)-2-thiouracil). As a reaction SMILES: C(OCC)=O.[C:6]1(=[O:11])[O:10][CH2:9][CH2:8][CH2:7]1.[CH3:12]C(C)([O-])C.[K+].[NH2:18][C:19]([NH2:21])=[S:20]>CCOCC.O1CCCC1.CC(O)C>[OH:10][CH2:9][CH2:8][C:7]1[C:6](=[O:11])[NH:18][C:19](=[S:20])[NH:21][CH:12]=1 |f:2.3|. Procedure: A solution of ethyl formate (33.1 ml, 2.1 equiv) and γ-butyrolactone (15 ml, 1 equiv) in ether (400 ml) was added dropwise with stirring to a solution of potassium t-butoxide (52.5 g, 2.4 equiv) in tetrahydrofuran (400 ml). The mixture was allowed to warm to room temperature, and stirred overnight. The solvent was removed in vacuo, 2-propanol (600 ml) and thiourea (29.7 g, 2 equiv) were added, and the mixture was heated to reflux for 5 h. After cooling to room temperature, the precipitate was fi...